Dataset: the Open Reaction Database (ORD), a public repository of structured organic reaction records. Task: describe an organic reaction: reactants, conditions, products, and yield The reactants are FC1=C(C=CC(=C1)F)C=1N=C2OC=CN2C1C=1C=CC=2N(N1)C(=NN2)C(C)C (6-(2,4-Difluorophenyl)-5-(3-isopropyl-[1,2,4]triazolo[4,3-b]pyridazin-6-yl)imidazo[2,1-b]oxazole), CN (methylamine), O (water). Run in O1CCOCC1 (1,4-dioxane). Reaction conditions: time 1 hour. Yields the product FC1=C(C=CC(=C1)F)C=1N=C2N(C=CN2C)C1C=1C=CC=2N(N1)C(=NN2)C(C)C (6-(6-(2,4-Difluorophenyl)-1-methyl-1H-imidazo[1,2-a]imidazol-5-yl)-3-isopropyl-[1,2,4]triazolo[4,3-b]pyridazine). The yield is 56.0%. As a reaction SMILES: [F:1][C:2]1[CH:7]=[C:6]([F:8])[CH:5]=[CH:4][C:3]=1[C:9]1[N:10]=[C:11]2[N:15]([C:16]=1[C:17]1[CH:18]=[CH:19][C:20]3[N:21]([C:23]([CH:26]([CH3:28])[CH3:27])=[N:24][N:25]=3)[N:22]=1)[CH:14]=[CH:13]O2.[CH3:29][NH2:30].O>O1CCOCC1>[F:1][C:2]1[CH:7]=[C:6]([F:8])[CH:5]=[CH:4][C:3]=1[C:9]1[N:10]=[C:11]2[N:30]([CH3:29])[CH:13]=[CH:14][N:15]2[C:16]=1[C:17]1[CH:18]=[CH:19][C:20]2[N:21]([C:23]([CH:26]([CH3:28])[CH3:27])=[N:24][N:25]=2)[N:22]=1. Procedure details: 6-(2,4-Difluorophenyl)-5-(3-isopropyl-[1,2,4]triazolo[4,3-b]pyridazin-6-yl)imidazo[2,1-b]oxazole (0.200 g, 0.526 mmol, Example #8), 40% methylamine in water (1.50 mL, 15.4 mmol) and 1,4-dioxane (1 mL) were heated in a CEM® microwave at about 120° C. (250 psi maximum pressure, 10 min ramp, 300 max watts) for about 55 min. The mixture was concentrated under reduced pressure then treated with HOAc (1.5 mL). The solution was stirred at ambient temperature for about 1 h then the material was purified... Starting materials: CCC(N)CC, CCCCCC, O=C(Cl)Oc1ccccc1, C1CCOC1, O, c1ccncc1. The product is CCC(CC)NC(=O)Oc1ccccc1. Reaction SMILES: [CH2:1]([CH3:2])[CH:3]([CH2:4][CH3:5])[NH2:6].[CH3:29][CH2:30][CH2:31][CH2:32][CH2:33][CH3:34].[Cl:13][C:14](=[O:15])[O:16][c:17]1[cH:18][cH:19][cH:20][cH:21][cH:22]1.[O:24]1[CH2:25][CH2:26][CH2:27][CH2:28]1.[OH2:23].[cH:7]1[cH:8][cH:9][n:10][cH:11][cH:12]1>>[CH2:1]([CH3:2])[CH:3]([CH2:4][CH3:5])[NH:6][C:14](=[O:15])[O:16][c:17]1[cH:18][cH:19][cH:20][cH:21][cH:22]1. Starting materials: N#CCBr, Cc1c(Cc2ccccc2)c2cc(-c3ccc(O)cc3)ccc2n1Cc1ccccc1, CC(C)=O, [K+], [K+], O=C([O-])[O-]. The product is Cc1c(Cc2ccccc2)c2cc(-c3ccc(OCC#N)cc3)ccc2n1Cc1ccccc1. Reaction SMILES: [Br:38][CH2:39][C:40]#[N:41].[CH2:1]([c:2]1[cH:3][cH:4][cH:5][cH:6][cH:7]1)[n:8]1[c:9]([CH3:31])[c:10]([CH2:24][c:25]2[cH:26][cH:27][cH:28][cH:29][cH:30]2)[c:11]2[cH:12][c:13](-[c:17]3[cH:18][cH:19][c:20]([OH:23])[cH:21][cH:22]3)[cH:14][cH:15][c:16]12.[CH3:42][C:43](=[O:44])[CH3:45].[K+:32].[K+:33].[O-:34][C:35]([O-:36])=[O:37]>>[CH2:1]([c:2]1[cH:3][cH:4][cH:5][cH:6][cH:7]1)[n:8]1[c:9]([CH3:31])[c:10]([CH2:24][c:25]2[cH:26][cH:27][cH:28][cH:29][cH:30]2)[c:11]2[cH:12][c:13](-[c:17]3[cH:18][cH:19][c:20]([O:23][CH2:39][C:40]#[N:41])[cH:21][cH:22]3)[cH:14][cH:15][c:16]12. Starting materials: C(C)N(C1=C(C=C(C=C1[N+](=O)[O-])C)[N+](=O)[O-])CC(OCC)OCC (N-Ethyl-N-(2,2-diethoxyethyl)-2,6-dinitro-p-toluidine), C(CO)O (ethylene glycol), C=1(C(=CC=CC1)S(=O)(=O)O)C (toluenesulfonic acid). Run in C(C)(=O)OCC (ethyl acetate). Run at temperature 110 celsius. The product is C(C)N(C1=C(C=C(C=C1[N+](=O)[O-])C)[N+](=O)[O-])CC1OCCO1 (N-ethyl-N-1,3-dioxolan-2-ylmethyl-2,6-dinitro-p-toluidine). RXN SMILES: [CH2:1]([N:3]([CH2:17][CH:18]([O:22][CH2:23]C)[O:19][CH2:20]C)[C:4]1[C:9]([N+:10]([O-:12])=[O:11])=[CH:8][C:7]([CH3:13])=[CH:6][C:5]=1[N+:14]([O-:16])=[O:15])[CH3:2].C(O)CO.C1(C)C(S(O)(=O)=O)=CC=CC=1>C(OCC)(=O)C>[CH2:1]([N:3]([CH2:17][CH:18]1[O:19][CH2:20][CH2:23][O:22]1)[C:4]1[C:5]([N+:14]([O-:16])=[O:15])=[CH:6][C:7]([CH3:13])=[CH:8][C:9]=1[N+:10]([O-:12])=[O:11])[CH3:2]. Procedure details: N-Ethyl-N-(2,2-diethoxyethyl)-2,6-dinitro-p-toluidine (5.2 grams; 0.0132 mole), ethylene glycol (0.82 grams; 0.0132 mole) and toluenesulfonic acid (200 mg) were charged into a glass reaction vessel equipped with a mechanical stirrer and thermometer. The reaction mixture was heated at 110° C. for a period of one hour. After this time the mixture was dissolved in ethyl acetate and the resulting solution washed with aqueous base, dried and stripped of solvent to yield the desired product N-ethyl-N-...